The task is: describe an organic reaction: reactants, conditions, products, and yield. This data is from the Open Reaction Database (ORD), a public repository of structured organic reaction records. The reactants are COC1=C(CN(S(=O)(=O)C2=C(C(=C(C=C2)O[C@@H]2[C@H](CCC2)C2=CC=NN2CC)F)F)C2=NC=NC=C2)C=CC(=C1)OC (N-(2,4-dimethoxybenzyl)-4-{[(1S,2R)-2-(1-ethyl-1H-pyrazol-5-yl)cyclopentyl]oxy}-2,3-difluoro-N-(pyrimidin-4-yl)benzenesulfonamide), C(C)[SiH](CC)CC (triethylsilane). Solvent: ClCCl (dichloromethane), FC(C(=O)O)(F)F (trifluoroacetic acid). Run at time 1 hour. Product: C(C)N1N=CC=C1[C@H]1[C@@H](CCC1)OC1=C(C(=C(C=C1)S(=O)(=O)NC1=NC=NC=C1)F)F (4-{[(1R,2S)-2-(1-Ethyl-1H-pyrazol-5-yl)cyclopentyl]oxy}-2,3-difluoro-N-(pyrimidin-4-yl)benzenesulfonamide). RXN SMILES: COC1C=C(OC)C=CC=1C[N:6]([C:31]1[CH:36]=[CH:35][N:34]=[CH:33][N:32]=1)[S:7]([C:10]1[CH:15]=[CH:14][C:13]([O:16][C@H:17]2[CH2:21][CH2:20][CH2:19][C@@H:18]2[C:22]2[N:26]([CH2:27][CH3:28])[N:25]=[CH:24][CH:23]=2)=[C:12]([F:29])[C:11]=1[F:30])(=[O:9])=[O:8].C([SiH](CC)CC)C>ClCCl.FC(F)(F)C(O)=O>[CH2:27]([N:26]1[C:22]([C@@H:18]2[CH2:19][CH2:20][CH2:21][C@H:17]2[O:16][C:13]2[CH:14]=[CH:15][C:10]([S:7]([NH:6][C:31]3[CH:36]=[CH:35][N:34]=[CH:33][N:32]=3)(=[O:8])=[O:9])=[C:11]([F:30])[C:12]=2[F:29])=[CH:23][CH:24]=[N:25]1)[CH3:28]. Reported procedure: To a solution of the N-(2,4-dimethoxybenzyl)-4-{[(1S,2R)-2-(1-ethyl-1H-pyrazol-5-yl)cyclopentyl]oxy}-2,3-difluoro-N-(pyrimidin-4-yl)benzenesulfonamide (77.2 g, 129 mmol) prepared in Example 118b and triethylsilane (23 mL) in dichloromethane (230 mL), trifluoroacetic acid (230 mL) was added at room temperature, and the reaction solution was stirred for 1 hour. The reaction solution was concentrated, and the residue was purified with silica gel chromatography (ethyl acetate/methanol=9:1) to yield ... Reactants: C(C)NC(=O)NC1=CC=C(C=C1)C=1N=C(C2=C(N1)CNCC2)N2[C@H](COCC2)C ((S)-1-ethyl-3-(4-(4-(3-methylmorpholino)-5,6,7,8-tetrahydropyrido[3,4-d]pyrimidin-2-yl)phenyl)urea), ClC1=NC=NC(=C1)Cl (4,6-dichloropyrimidine), CN(C=O)C (N,N-Dimethylformamide). Yields the product ClC1=CC(=NC=N1)N1CC=2N=C(N=C(C2CC1)N1[C@H](COCC1)C)C1=CC=C(C=C1)NC(=O)NCC ((S)-1-(4-(7-(6-chloropyrimidin-4-yl)-4-(3-methylmorpholino)-5,6,7,8-tetrahydropyrido[3,4-d]pyrimidin-2-yl)phenyl)-3-ethylurea). Reaction SMILES: [CH2:1]([NH:3][C:4]([NH:6][C:7]1[CH:12]=[CH:11][C:10]([C:13]2[N:14]=[C:15]([N:23]3[CH2:28][CH2:27][O:26][CH2:25][C@@H:24]3[CH3:29])[C:16]3[CH2:22][CH2:21][NH:20][CH2:19][C:17]=3[N:18]=2)=[CH:9][CH:8]=1)=[O:5])[CH3:2].[Cl:30][C:31]1[CH:36]=[C:35](Cl)[N:34]=[CH:33][N:32]=1.CN(C)C=O>>[Cl:30][C:31]1[N:32]=[CH:33][N:34]=[C:35]([N:20]2[CH2:21][CH2:22][C:16]3[C:15]([N:23]4[CH2:28][CH2:27][O:26][CH2:25][C@@H:24]4[CH3:29])=[N:14][C:13]([C:10]4[CH:9]=[CH:8][C:7]([NH:6][C:4]([NH:3][CH2:1][CH3:2])=[O:5])=[CH:12][CH:11]=4)=[N:18][C:17]=3[CH2:19]2)[CH:36]=1. Procedure: (S)-1-ethyl-3-(4-(4-(3-methylmorpholino)-5,6,7,8-tetrahydropyrido[3,4-d]pyrimidin-2-yl)phenyl)urea (0.196 g, 0.376 mmol), 4,6-dichloropyrimidine (0.112 g, 0.752 mmol) N,N-Diisopropylethylamine (0.150 mL, 0.861 mmol) and dry N,N-Dimethylformamide (1.1 mL, 14 mmol) were combined, The reaction was microwaved on 200 watts, 120° C. for 20 minutes on a CEM microwave. The reaction mixture was concentrated and chromatographed through silica gel (40 g, 0-10% MeOH in dichloromethane), and purified by HPLC... Starting materials: CN(C)C1=NC=CC=C1 (dimethylaminopyridine), C(C1=CC=CC=C1)OC(=O)NCCCCC(C(C(=O)OCC)C1=CC=CC=C1)O (ethyl 7-(N-benzyloxycarbonylamino)-3-hydroxy-2-phenylheptanoate), C1(=CC=C(C=C1)S(=O)(=O)Cl)C (p-toluenesulfonyl chloride). Run in N1=CC=CC=C1 (pyridine). Reaction conditions: temperature 0 celsius, time 1 hour. The product is C(C1=CC=CC=C1)OC(=O)NCCCCC(C(C(=O)OCC)C1=CC=CC=C1)OS(=O)(=O)C1=CC=C(C=C1)C (ethyl 7-(N-benzyloxycarbonylamino)-3-p-toluenesulfonyloxy-2-phenylheptanoate). Isolated yield 47.6%. RXN SMILES: [CH2:1]([O:8][C:9]([NH:11][CH2:12][CH2:13][CH2:14][CH2:15][CH:16]([OH:29])[CH:17]([C:23]1[CH:28]=[CH:27][CH:26]=[CH:25][CH:24]=1)[C:18]([O:20][CH2:21][CH3:22])=[O:19])=[O:10])[C:2]1[CH:7]=[CH:6][CH:5]=[CH:4][CH:3]=1.CN(C1C=CC=CN=1)C.[C:39]1([CH3:49])[CH:44]=[CH:43][C:42]([S:45](Cl)(=[O:47])=[O:46])=[CH:41][CH:40]=1>N1C=CC=CC=1>[CH2:1]([O:8][C:9]([NH:11][CH2:12][CH2:13][CH2:14][CH2:15][CH:16]([O:29][S:45]([C:42]1[CH:43]=[CH:44][C:39]([CH3:49])=[CH:40][CH:41]=1)(=[O:47])=[O:46])[CH:17]([C:23]1[CH:28]=[CH:27][CH:26]=[CH:25][CH:24]=1)[C:18]([O:20][CH2:21][CH3:22])=[O:19])=[O:10])[C:2]1[CH:3]=[CH:4][CH:5]=[CH:6][CH:7]=1. Reported procedure: 3.5 g (8.6 mmol) of ethyl 7-(N-benzyloxycarbonylamino)-3-hydroxy-2-phenylheptanoate obtained in Example 9 was dissolved in 28 ml of pyridine. 240 mg (1.96 mmol) of dimethylaminopyridine was added to the mixture. The mixture was cooled at 0° C. in an ice bath. 2.5 g (13 mmol) of p-toluenesulfonyl chloride was added for 5 minutes, which was stirred for one hour at a same temperature and further stirred at room temperature for 48 hours. After the consumption of the raw material was confirmed by mea... Reactants: C(C1=CC=CC=C1)OC([C@@H](NC([C@@H](NC(=O)OC(C)(C)C)C(C)(C)C)=O)CC1CCCC1)=O (N-[N-(tert-butoxycarbonyl)-3-methyl-L-valyl]-3-cyclopentyl-L-alanine benzyl ester), O.C1(=CC=C(C=C1)S(=O)(=O)O)C (4-toluenesulphonic acid hydrate), C(C)(C)(C)OC(=O)N[C@@H](CC1=C(C=CC=C1)C)C(=O)O (N-(tert-butoxycarbonyl)-2-methyl-L-phenylalanine), ON1N=NC2=C1C=CC=C2 (1-hydroxybenzotriazole), Cl.CN(CCCN=C=NCC)C (1-(3-dimethylaminopropyl)-3-ethylcarbodiimide hydrochloride), C(C)N1CCOCC1 (N-ethylmorpholine). Solvent: C(C)#N (acetonitrile), ClCCl (dichloromethane). Reaction conditions: time 2 hour. Product: C(C1=CC=CC=C1)OC([C@@H](NC([C@@H](NC([C@@H](NC(=O)OC(C)(C)C)CC1=C(C=CC=C1)C)=O)C(C)(C)C)=O)CC1CCCC1)=O (N-[N-[N-(tert-butoxycarbonyl)-2-methyl-L-phenylalanyl]-3-methyl-L-valyl]-3-cyclopentyl-L-alanine benzyl ester). Yield: 73.7%. RXN SMILES: [CH2:1]([O:8][C:9](=[O:33])[C@H:10]([CH2:27][CH:28]1[CH2:32][CH2:31][CH2:30][CH2:29]1)[NH:11][C:12](=[O:26])[C@H:13]([C:22]([CH3:25])([CH3:24])[CH3:23])NC(OC(C)(C)C)=O)[C:2]1[CH:7]=[CH:6][CH:5]=[CH:4][CH:3]=1.O.C1(C)C=CC(S(O)(=O)=O)=CC=1.[C:46]([O:50][C:51]([NH:53][C@H:54]([C:63]([OH:65])=O)[CH2:55][C:56]1[CH:61]=[CH:60][CH:59]=[CH:58][C:57]=1[CH3:62])=[O:52])([CH3:49])([CH3:48])[CH3:47].O[N:67]1C2C=CC=CC=2N=N1.Cl.CN(C)CCCN=C=NCC.C(N1CCOCC1)C>C(#N)C.ClCCl>[CH2:1]([O:8][C:9](=[O:33])[C@H:10]([CH2:27][CH:28]1[CH2:29][CH2:30][CH2:31][CH2:32]1)[NH:11][C:12](=[O:26])[C@H:13]([C:22]([CH3:25])([CH3:23])[CH3:24])[NH:67][C:63](=[O:65])[C@H:54]([CH2:55][C:56]1[CH:61]=[CH:60][CH:59]=[CH:58][C:57]=1[CH3:62])[NH:53][C:51]([O:50][C:46]([CH3:49])([CH3:48])[CH3:47])=[O:52])[C:2]1[CH:7]=[CH:6][CH:5]=[CH:4][CH:3]=1 |f:1.2,5.6|. Procedure details: 993 mg (2.16 mmol) of N-[N-(tert-butoxycarbonyl)-3-methyl-L-valyl]-3-cyclopentyl-L-alanine benzyl ester and 1.23 g (6.47 mmol) of 4-toluenesulphonic acid hydrate were dissolved in 20 ml of acetonitrile and the solution was stirred at room temperature for 2 hours. The solvent was removed by evaporation and the residue was triturated with diethyl ether and filtered off. The solid obtained was added to a mixture of 602 mg (2.16 mmol) of N-(tert-butoxycarbonyl)-2-methyl-L-phenylalanine, 338 mg (2.21... The reactants are O1CCCC1 (tetrahydrofuran), O=C1C[C@@H]2CC=CC[C@@H]2C1 (8-oxo-cis-bicyclo[4,3,0]nona-3-ene), O1CCCC1 (tetrahydrofuran), triethyl phosphonoacetate, [H-].[Na+] (sodium hydride), O (water). Conditions: time 30 minute. Product: C(C)OC(=O)C=C1C[C@@H]2CC=CC[C@@H]2C1 (8-ethoxycarbonylmethylene-cis-bicyclo[4,3,0]nona-3-ene). RXN SMILES: [O:1]1[CH2:5][CH2:4][CH2:3][CH2:2]1.O=[C:7]1[CH2:15][C@@H:14]2[C@@H:9]([CH2:10][CH:11]=[CH:12][CH2:13]2)[CH2:8]1.[H-].[Na+].[OH2:18]>>[CH2:2]([O:1][C:5]([CH:4]=[C:7]1[CH2:15][C@@H:14]2[C@@H:9]([CH2:10][CH:11]=[CH:12][CH2:13]2)[CH2:8]1)=[O:18])[CH3:3] |f:2.3|. Reported procedure: A tetrahydrofuran solution (100 ml) of 8-oxo-cis-bicyclo[4,3,0]nona-3-ene (80g) was added to a tetrahydrofuran solution (1000 ml) of the ylide prepared with triethyl phosphonoacetate (160 g) and sodium hydride (60% mineral oil dispersion, 23.5 g). The mixture was stirred for 30 min. at room temperature and poured into water and then extracted with ethylacetate. The organic layer was washed with water, dried, concentrated under reduced pressure to give 8-ethoxycarbonylmethylene-cis-bicyclo[4,3,0]...